Dataset: the Open Reaction Database (ORD), a public repository of structured organic reaction records. Task: describe an organic reaction: reactants, conditions, products, and yield Starting materials: C1(=CC=CC=C1)C (toluene), C(CCCCCCCCCCC)C1=CC=C(C=C1)CCO ((p-dodecylphenyl)methylcarbinol), O.C1(=CC=C(C=C1)S(=O)(=O)O)C (p-toluenesulphonic acid monohydrate). The solvent is O (water), O (water). Procedure: A 2 l round-bottom flask which had been provided with a water separator and a reflux condenser was charged initially with 1.2 liters of toluene and then with (p-dodecylphenyl)methylcarbinol (50.082 g=0.173 mol) and p-toluenesulphonic acid monohydrate (0.679 g=3.6 mmol). The mixture was heated to reflux with constant stirring and kept at boiling until no further water separated out. Once the reaction mixture had been cooled to room temperature, the organic phase was extracted by shaking twice wit... As a reaction SMILES: C1(C)C=CC=CC=1.[CH2:8]([C:20]1[CH:25]=[CH:24][C:23]([CH2:26][CH2:27]O)=[CH:22][CH:21]=1)[CH2:9][CH2:10][CH2:11][CH2:12][CH2:13][CH2:14][CH2:15][CH2:16][CH2:17][CH2:18][CH3:19].O.C1(C)C=CC(S(O)(=O)=O)=CC=1>O>[CH2:8]([C:20]1[CH:21]=[CH:22][C:23]([CH:26]=[CH2:27])=[CH:24][CH:25]=1)[CH2:9][CH2:10][CH2:11][CH2:12][CH2:13][CH2:14][CH2:15][CH2:16][CH2:17][CH2:18][CH3:19] |f:2.3|. The product is C(CCCCCCCCCCC)C1=CC=C(C=C)C=C1 (p-dodecylstyrene).